From a dataset of the Open Reaction Database (ORD), a public repository of structured organic reaction records. describe an organic reaction: reactants, conditions, products, and yield Starting materials: COC(CCNC(C1=CC=C(C=C1)C(CCCC(F)(F)F)OC1=CC=C(C=C1)B1OC(C(O1)(C)C)(C)C)=O)=O (3-(4-{5,5,5-trifluoro-1-[4-(4,4,5,5-tetramethyl-[1,3,2]dioxaborolan-2-yl)-phenoxy]-pentyl}-benzoylamino)-propionic acid methyl ester), BrC1=CC(=C(C=C1)C(F)(F)F)F (4-bromo-2-fluoro-1-trifluoromethyl-benzene). Product: FC(CCCC(OC1=CC=C(C=C1)C1=CC(=C(C=C1)C(F)(F)F)F)C1=CC=C(C(=O)NCCC(=O)O)C=C1)(F)F (Racemic 3-{4-[5,5,5-trifluoro-1-(3′-fluoro-4′-trifluoromethyl-biphenyl-4-yloxy)-pentyl]-benzoylamino}-propionic acid). As a reaction SMILES: C[O:2][C:3](=[O:39])[CH2:4][CH2:5][NH:6][C:7](=[O:38])[C:8]1[CH:13]=[CH:12][C:11]([CH:14]([O:22][C:23]2[CH:28]=[CH:27][C:26](B3OC(C)(C)C(C)(C)O3)=[CH:25][CH:24]=2)[CH2:15][CH2:16][CH2:17][C:18]([F:21])([F:20])[F:19])=[CH:10][CH:9]=1.Br[C:41]1[CH:46]=[CH:45][C:44]([C:47]([F:50])([F:49])[F:48])=[C:43]([F:51])[CH:42]=1>>[F:20][C:18]([F:19])([F:21])[CH2:17][CH2:16][CH2:15][CH:14]([C:11]1[CH:10]=[CH:9][C:8]([C:7]([NH:6][CH2:5][CH2:4][C:3]([OH:2])=[O:39])=[O:38])=[CH:13][CH:12]=1)[O:22][C:23]1[CH:28]=[CH:27][C:26]([C:41]2[CH:46]=[CH:45][C:44]([C:47]([F:49])([F:50])[F:48])=[C:43]([F:51])[CH:42]=2)=[CH:25][CH:24]=1. Procedure details: The title compound is prepared in a manner substantially similar to Example 359 starting from 3-(4-{5,5,5-trifluoro-1-[4-(4,4,5,5-tetramethyl-[1,3,2]dioxaborolan-2-yl)-phenoxy]-pentyl}-benzoylamino)-propionic acid methyl ester and 4-bromo-2-fluoro-1-trifluoromethyl-benzene. MS: 570.2 [M−H]−. The reactants are BrC1=CC=C(C=C1)[C@@H](C)N ((R)-1-(4-bromophenyl)ethylamine), C1(C=2C(C(=O)O1)=CC=CC2)=O (pthalic anhydride). Run in CN(C=O)C (dimethylformamide). Conditions: temperature 210 celsius. Product: BrC1=CC=C(C=C1)[C@@H](C)N1C(C2=CC=CC=C2C1=O)=O ((R)-2-[1-(4-bromo-phenyl)-ethyl]-isoindole-1,3-dione). Yield: 66.7%. As a reaction SMILES: [Br:1][C:2]1[CH:7]=[CH:6][C:5]([C@H:8]([NH2:10])[CH3:9])=[CH:4][CH:3]=1.[C:11]1(=O)[O:16][C:14](=[O:15])[C:13]2=[CH:17][CH:18]=[CH:19][CH:20]=[C:12]12>CN(C)C=O>[Br:1][C:2]1[CH:7]=[CH:6][C:5]([C@H:8]([N:10]2[C:14](=[O:15])[C:13]3[C:12](=[CH:20][CH:19]=[CH:18][CH:17]=3)[C:11]2=[O:16])[CH3:9])=[CH:4][CH:3]=1. Reported procedure: A mixture of (R)-1-(4-bromophenyl)ethylamine (3.12 g, 15.6 mmol), pthalic anhydride (2.31 g, 15.6 mmol) and dimethylformamide (20 ml) was heated in a microwave oven at 210° C. for 20 min. The reaction mixture was then partitioned between diethyl ether and water, and the organic phase washed with brine. The solvent was evaporated to give (R)-2-[1-(4-bromo-phenyl)-ethyl]-isoindole-1,3-dione (3.44 g, 10.4 mmol, 67%). A mixture of 2-methoxypyridine-3-boronic acid (4.0 g, 26 mmol), (R)-2-[1-(4-bromo-... Starting materials: BrC=1C=2C3=C(C(=NC3=CC1)S)C=CC2 (6-bromo-benz[cd]indole-2-thiol), mercuric acetate, Cl.Cl.N1(C=NC=C1)CCCCCCCCCCN (10-(1H-imidazol-1-yl)decanamine, dihydrochloride), [OH-].[Na+] (sodium hydroxide), C(C)O.O (ethanol water). Solvent: C(C)O (ethanol). Product: BrC=1C=2C3=C(C(=NC3=CC1)NCCCCCCCCCCN1C=NC=C1)C=CC2 (6-Bromo-N-[10-(1H-imidazol-1-yl)decyl]benz[cd]indol-2-amine). Isolated yield 70.0%. As a reaction SMILES: Cl.Cl.[N:3]1([CH2:8][CH2:9][CH2:10][CH2:11][CH2:12][CH2:13][CH2:14][CH2:15][CH2:16][CH2:17][NH2:18])[CH:7]=[CH:6][N:5]=[CH:4]1.[OH-].[Na+].C(O)C.O.[Br:25][C:26]1[C:27]2[C:28]3[C:32](=[CH:33][CH:34]=1)[N:31]=[C:30](S)[C:29]=3[CH:36]=[CH:37][CH:38]=2>C(O)C>[Br:25][C:26]1[C:27]2[C:28]3[C:32](=[CH:33][CH:34]=1)[N:31]=[C:30]([NH:18][CH2:17][CH2:16][CH2:15][CH2:14][CH2:13][CH2:12][CH2:11][CH2:10][CH2:9][CH2:8][N:3]1[CH:7]=[CH:6][N:5]=[CH:4]1)[C:29]=3[CH:36]=[CH:37][CH:38]=2 |f:0.1.2,3.4,5.6|. Procedure details: A mixture of 2.8 g of 10-(1H-imidazol-1-yl)decanamine, dihydrochloride was treated with 2 ml of 10N sodium hydroxide in an ethanol-water mixture giving the base derivative. To this base was added 25 ml of ethanol, 2.33 g of 6-bromo-benz[cd]indole-2-thiol and 3 g of mercuric acetate. The procedure of Example 1 was then followed, giving 2.8 g of the desired product, mp 115°-116° C. Conditions: temperature 50 celsius, time 20 hour. Procedure details: Following general procedure methyl 2‐((2,2,2‐trifluoroacetamido)methyl)benzoate using (65.3 mg, 0.25 mmol), B2pin2 (127 mg, 0.50 mmol), [Ir(COD)OMe]2 (2.5 mg, 0.00375 mmol) and 1a (3.8 mg, 0.0075 mmol) in THF (1.25 mL). The reaction was stirred at 50 °C for 20 hours before cooling and the solvents removed. Analysis of crude 1 H NMR using internal standard 1,2‐dimethoxyethane showed 7.3:1 meta:para borylation in 89% yield. The crude product was purified by silica gel chromatography (Pet. Ether (4... Yields the product O=C(OC)C1=CC=C(C=C1CNC(=O)C(F)(F)F)B2OC(C)(C)C(O2)(C)C, O=C(OC)C1=CC(=CC=C1CNC(=O)C(F)(F)F)B2OC(C)(C)C(O2)(C)C. Yield: 10.0%. The reactants are O=C(OC)C=1C=CC=CC1CNC(=O)C(F)(F)F. The reagents and catalysts are O1B(OC(C)(C)C1(C)C)B2OC(C)(C)C(O2)(C)C, O=S(=O)([O-])CC=1C=NC(=CC1)C2=NC=C(C=C2)C.CCCC[N+](CCCC)(CCCC)CCCC, C[OH2+].C[OH2+].C1CC=CCCC=C1.C1CC=CCCC=C1.[Ir].[Ir]. Run in O1CCCC1. Starting materials: C(C)OC(CCCOC1=C(C(=C(C=C1)C(C)=O)OCCCOCCCBr)CCC)=O (4-[4-acetyl-3-[3-(3-bromopropoxy)propoxy]-2-propylphenoxy]butanoic acid ethyl ester), OC1=C(C=CC(=C1CCC)O)C(C)=O (1-(2,4-dihydroxy-3-propylphenyl)ethanone), C([O-])([O-])=O.[K+].[K+] (potassium carbonate), CC(=O)C (acetone). Solvent: CN(C=O)C (dimethylformamide). Yields the product C(C)OC(C(CC)OC1=C(C(=C(C=C1)C(C)=O)OCCCOCCCOC1=C(C(=C(C=C1)C(C)=O)O)CCC)CCC)=O ([4-acetyl-3-[3-[3-(4-acetyl-3-hydroxy-2-propylphenoxy)propoxy]propoxy]-2-propylphenoxy]butanoic acid ethyl ester). The yield is 82.0%. As a reaction SMILES: C(OC(=O)[CH2:5][CH2:6][CH2:7][O:8][C:9]1[CH:14]=[CH:13][C:12]([C:15](=[O:17])[CH3:16])=[C:11]([O:18][CH2:19][CH2:20][CH2:21][O:22][CH2:23][CH2:24][CH2:25]Br)[C:10]=1[CH2:27][CH2:28][CH3:29])C.[OH:31][C:32]1[C:37]([CH2:38][CH2:39][CH3:40])=[C:36]([OH:41])[CH:35]=[CH:34][C:33]=1[C:42](=[O:44])[CH3:43].[C:45](=[O:48])([O-])[O-:46].[K+].[K+].[CH3:51][C:52](C)=O>CN(C)C=O>[CH2:51]([O:46][C:45](=[O:48])[CH:7]([O:8][C:9]1[CH:14]=[CH:13][C:12]([C:15](=[O:17])[CH3:16])=[C:11]([O:18][CH2:19][CH2:20][CH2:21][O:22][CH2:23][CH2:24][CH2:25][O:41][C:36]2[CH:35]=[CH:34][C:33]([C:42](=[O:44])[CH3:43])=[C:32]([OH:31])[C:37]=2[CH2:38][CH2:39][CH3:40])[C:10]=1[CH2:27][CH2:28][CH3:29])[CH2:6][CH3:5])[CH3:52] |f:2.3.4|. Procedure details: A mixture of 2.13 g (0.0044 mole) of 4-[4-acetyl-3-[3-(3-bromopropoxy)propoxy]-2-propylphenoxy]butanoic acid ethyl ester, 0.85 g (0.0044 mole) of 1-(2,4-dihydroxy-3-propylphenyl)ethanone and 1.2 g (0.0087 mole) of potassium carbonate in 40 ml of anhydrous acetone and 20 ml of anhydrous dimethylformamide was stirred at reflux for 20 hours. The solvents were removed in vacuo and the residue was purified by HPLC using 35% ethyl acetate-hexane to give 2.15 g (82% yield) of [4-acetyl-3-[3-[3-(4-acety... The reactants are CCN=C=NCCCN(C)C (EDCI), N1C[C@H](CCC1)NC1=C2C(=NC=N1)NN=C2 ((S)—N-(piperidin-3-yl)-1H-pyrazolo[3,4-d]pyrimidin-4-amine), CCN(C(C)C)C(C)C (DIEA), ClC=1C=C(C=C(C1)Cl)NCC(=O)O (2-(3,5-dichlorophenylamino)acetic acid), C=1C=CC2=C(C1)N=NN2O (HOBt). Solvent: CCOC(=O)C (EtOAc), CN(C)C=O (DMF). Conditions: time 8 hour. The product is N1N=CC=2C1=NC=NC2N[C@@H]2CN(CCC2)C(CNC2=CC(=CC(=C2)Cl)Cl)=O ((S)-1-(3-(1H-pyrazolo[3,4-d]pyrimidin-4-ylamino)piperidin-1-yl)-2-(3,5-dichlorophenylamino)ethanone). The yield is 32.8%. RXN SMILES: [Cl:1][C:2]1[CH:3]=[C:4]([NH:9][CH2:10][C:11]([OH:13])=O)[CH:5]=[C:6]([Cl:8])[CH:7]=1.C1C=CC2N(O)N=NC=2C=1.CCN=C=NCCCN(C)C.[NH:35]1[CH2:40][CH2:39][CH2:38][C@H:37]([NH:41][C:42]2[N:47]=[CH:46][N:45]=[C:44]3[NH:48][N:49]=[CH:50][C:43]=23)[CH2:36]1.CCN(C(C)C)C(C)C>CN(C=O)C.CCOC(C)=O>[NH:48]1[C:44]2=[N:45][CH:46]=[N:47][C:42]([NH:41][C@H:37]3[CH2:38][CH2:39][CH2:40][N:35]([C:11](=[O:13])[CH2:10][NH:9][C:4]4[CH:5]=[C:6]([Cl:8])[CH:7]=[C:2]([Cl:1])[CH:3]=4)[CH2:36]3)=[C:43]2[CH:50]=[N:49]1. Procedure: To a cooled solution of 2-(3,5-dichlorophenylamino)acetic acid (102 mg, 0.45 mmol) at 0° C. in anhydrous DMF (5 mL), HOBt (135 mg, 0.68 mmol) was added and the reaction mixture was stirred for 10 min before EDCI (132 mg 0.68 mmol), (S)—N-(piperidin-3-yl)-1H-pyrazolo[3,4-d]pyrimidin-4-amine (100 mg, 0.45 mmol) and DIEA (117 mg, 0.90 mmol) were added in succession. The reaction mixture was allowed to warm to rt and stirred overnight. After completion of the reaction as indicated by TLC, the reacti...